This data is from the Open Reaction Database (ORD), a public repository of structured organic reaction records. The task is: describe an organic reaction: reactants, conditions, products, and yield The reactants are ClC1=NC=CC(=C1NC(OC(C)(C)C)=O)C (tert-butyl (2-chloro-4-methylpyridin-3-yl)carbamate), Cl.C(C1=CC=CC=C1)OC1=CC=C(N)C=C1 (4-(benzyloxy)aniline hydrochloride), CC1(C2=CC=CC(=C2OC=2C(=CC=CC12)P(C1=CC=CC=C1)C1=CC=CC=C1)P(C1=CC=CC=C1)C1=CC=CC=C1)C (9,9-dimethyl-4,5-bis(diphenylphosphino)xanthene), CC(C)([O-])C.[Na+] (sodium t-butoxide). Reagents/catalysts: C=1C=CC(=CC1)/C=C/C(=O)/C=C/C2=CC=CC=C2.C=1C=CC(=CC1)/C=C/C(=O)/C=C/C2=CC=CC=C2.C=1C=CC(=CC1)/C=C/C(=O)/C=C/C2=CC=CC=C2.[Pd].[Pd] (Pd2(dba)3). Solvent: CC(C)O (2-propanol), C1(=CC=CC=C1)C (toluene). Reaction conditions: temperature 100 celsius, time 24 hour. The product is C(C1=CC=CC=C1)OC1=CC=C(C=C1)N1C(NC=2C1=NC=CC2C)=O (3-[4-(benzyloxy)phenyl]-7-methyl-1,3-dihydro-2H-imidazo[4,5-b]pyridin-2-one). Isolated yield 36.2%. As a reaction SMILES: Cl[C:2]1[C:7]([NH:8][C:9](=[O:15])OC(C)(C)C)=[C:6]([CH3:16])[CH:5]=[CH:4][N:3]=1.Cl.[CH2:18]([O:25][C:26]1[CH:32]=[CH:31][C:29]([NH2:30])=[CH:28][CH:27]=1)[C:19]1[CH:24]=[CH:23][CH:22]=[CH:21][CH:20]=1.CC1(C)C2C=CC=C(P(C3C=CC=CC=3)C3C=CC=CC=3)C=2OC2C1=CC=CC=2P(C1C=CC=CC=1)C1C=CC=CC=1.CC(C)([O-])C.[Na+]>CC(O)C.C1(C)C=CC=CC=1.C1C=CC(/C=C/C(/C=C/C2C=CC=CC=2)=O)=CC=1.C1C=CC(/C=C/C(/C=C/C2C=CC=CC=2)=O)=CC=1.C1C=CC(/C=C/C(/C=C/C2C=CC=CC=2)=O)=CC=1.[Pd].[Pd]>[CH2:18]([O:25][C:26]1[CH:27]=[CH:28][C:29]([N:30]2[C:2]3=[N:3][CH:4]=[CH:5][C:6]([CH3:16])=[C:7]3[NH:8][C:9]2=[O:15])=[CH:31][CH:32]=1)[C:19]1[CH:20]=[CH:21][CH:22]=[CH:23][CH:24]=1 |f:1.2,4.5,8.9.10.11.12|. Procedure details: A mixture of tert-butyl (2-chloro-4-methylpyridin-3-yl)carbamate (2.00 g), 4-(benzyloxy)aniline hydrochloride (2.91 g), 9,9-dimethyl-4,5-bis(diphenylphosphino)xanthene (381 mg), sodium t-butoxide (1.90 g) and Pd2(dba)3 (302 mg) in 2-propanol (6 mL) and toluene (24 mL) was stirred at 100° C. under N2 atmosphere for 24 h. The reaction mixture was concentrated in vacuo. The residue was dissolved in MeOH, and the precipitate was removed by filtration. The filtrate was concentrated and the residue wa... The reactants are CC(C)(C)OC(=O)N(CCc1ccccc1)Cc1ccc(O)cc1, NC(=O)c1cnc(Cl)cn1, [K+], [K+], O=C([O-])[O-], CN(C)C=O. The product is CC(C)(C)OC(=O)N(CCc1ccccc1)Cc1ccc(Oc2cnc(C(N)=O)cn2)cc1. RXN SMILES: [C:11]([CH3:12])([CH3:13])([CH3:14])[O:15][C:16]([N:17]([CH2:18][CH2:19][c:20]1[cH:21][cH:22][cH:23][cH:24][cH:25]1)[CH2:26][c:27]1[cH:28][cH:29][c:30]([OH:33])[cH:31][cH:32]1)=[O:34].[Cl:1][c:2]1[n:3][cH:4][c:5]([C:8](=[O:9])[NH2:10])[n:6][cH:7]1.[K+:35].[K+:36].[O-:37][C:38]([O-:39])=[O:40].[O:41]=[CH:42][N:43]([CH3:44])[CH3:45]>>[c:2]1([O:33][c:30]2[cH:29][cH:28][c:27]([CH2:26][N:17]([C:16]([O:15][C:11]([CH3:12])([CH3:13])[CH3:14])=[O:34])[CH2:18][CH2:19][c:20]3[cH:21][cH:22][cH:23][cH:24][cH:25]3)[cH:32][cH:31]2)[n:3][cH:4][c:5]([C:8](=[O:9])[NH2:10])[n:6][cH:7]1. Starting materials: COC(=O)CBr, CCc1c(CC(N)=O)c2c(O)cccc2n1Cc1ccccc1, CN(C)C=O, O. The product is CCc1c(CC(N)=O)c2c(OCC(=O)OC)cccc2n1Cc1ccccc1. As a reaction SMILES: [Br:24][CH2:25][C:26](=[O:27])[O:28][CH3:29].[CH2:1]([CH3:2])[c:3]1[n:4]([CH2:17][c:18]2[cH:19][cH:20][cH:21][cH:22][cH:23]2)[c:5]2[cH:6][cH:7][cH:8][c:9]([OH:16])[c:10]2[c:11]1[CH2:12][C:13](=[O:14])[NH2:15].[O:30]=[CH:31][N:32]([CH3:33])[CH3:34].[OH2:35]>>[CH2:1]([CH3:2])[c:3]1[n:4]([CH2:17][c:18]2[cH:19][cH:20][cH:21][cH:22][cH:23]2)[c:5]2[cH:6][cH:7][cH:8][c:9]([O:16][CH2:25][C:26](=[O:27])[O:28][CH3:29])[c:10]2[c:11]1[CH2:12][C:13](=[O:14])[NH2:15]. The reactants are CCCCO, CCN(C(C)C)C(C)C, CC1(C)OC2C(CO)OC(n3cnc4c(Cl)nncc43)C2O1, NC1CCc2ccccc21. The product is CC1(C)OC2C(CO)OC(n3cnc4c(NC5CCc6ccccc65)nncc43)C2O1. Reaction SMILES: [CH2:42]([OH:43])[CH2:44][CH2:45][CH3:46].[CH:33]([N:34]([CH2:35][CH3:36])[CH:37]([CH3:38])[CH3:39])([CH3:40])[CH3:41].[Cl:1][c:2]1[c:3]2[c:4]([cH:5][n:6][n:7]1)[n:8]([CH:11]1[O:12][CH:13]([CH2:21][OH:22])[CH:14]3[CH:15]1[O:16][C:17]([CH3:19])([CH3:20])[O:18]3)[cH:9][n:10]2.[NH2:23][CH:24]1[CH2:25][CH2:26][c:27]2[cH:28][cH:29][cH:30][cH:31][c:32]21>>[c:2]1([NH:23][CH:24]2[CH2:25][CH2:26][c:27]3[cH:28][cH:29][cH:30][cH:31][c:32]32)[c:3]2[c:4]([cH:5][n:6][n:7]1)[n:8]([CH:11]1[O:12][CH:13]([CH2:21][OH:22])[CH:14]3[CH:15]1[O:16][C:17]([CH3:19])([CH3:20])[O:18]3)[cH:9][n:10]2. As a reaction SMILES: [CH3:1][S:2]([O:3][CH2:6][CH2:7][CH:8]([c:9]1[cH:10][cH:11][cH:12][cH:13][cH:14]1)[NH:15][C:16](=[O:17])[CH:18]1[S:19][CH2:20][CH2:21][N:22]1[S:23](=[O:24])(=[O:25])[c:26]1[cH:27][cH:28][c:29](-[c:32]2[cH:33][cH:34][cH:35][cH:36][cH:37]2)[cH:30][cH:31]1)(=[O:4])=[O:5].[NH2:38][CH2:39][c:40]1[cH:41][cH:42][cH:43][cH:44][cH:45]1>>[CH2:6]([CH2:7][CH:8]([c:9]1[cH:10][cH:11][cH:12][cH:13][cH:14]1)[NH:15][C:16](=[O:17])[CH:18]1[S:19][CH2:20][CH2:21][N:22]1[S:23](=[O:24])(=[O:25])[c:26]1[cH:27][cH:28][c:29](-[c:32]2[cH:33][cH:34][cH:35][cH:36][cH:37]2)[cH:30][cH:31]1)[NH:38][CH2:39][c:40]1[cH:41][cH:42][cH:43][cH:44][cH:45]1. The product is O=C(NC(CCNCc1ccccc1)c1ccccc1)C1SCCN1S(=O)(=O)c1ccc(-c2ccccc2)cc1. Starting materials: CS(=O)(=O)OCCC(NC(=O)C1SCCN1S(=O)(=O)c1ccc(-c2ccccc2)cc1)c1ccccc1, NCc1ccccc1. The reactants are Cl.NC=1C(=NN(C1)C1=CC=CC=C1)C=1OC(=CC1)[N+](=O)[O-] (4-amino-3-(5-nitro-2-furyl)-1-phenylpyrazole hydrochloride), N(=O)[O-].[Na+] (sodium nitrite), N1=CC=CC=C1 (pyridine). RXN SMILES: Cl.N[C:3]1[C:4]([C:14]2[O:15][C:16]([N+:19]([O-:21])=[O:20])=[CH:17][CH:18]=2)=[N:5][N:6]([C:8]2[CH:13]=[CH:12][CH:11]=[CH:10][CH:9]=2)[CH:7]=1.N([O-])=O.[Na+].[N:26]1C=CC=C[CH:27]=1>S(=O)(=O)(O)O.O>[N+:19]([C:16]1[O:15][C:14]([C:4]2[C:3]([C:27]#[N:26])=[CH:7][N:6]([C:8]3[CH:9]=[CH:10][CH:11]=[CH:12][CH:13]=3)[N:5]=2)=[CH:18][CH:17]=1)([O-:21])=[O:20] |f:0.1,2.3|. Product: [N+](=O)([O-])C1=CC=C(O1)C1=NN(C=C1C#N)C1=CC=CC=C1 (3-(5-nitro-2-furyl)-1-phenylpyrazole-4-carbonitrile). The solvent is S(O)(O)(=O)=O (sulfuric acid), O (water). Conditions: temperature 90 celsius. Reported procedure: Add a solution of 0.25 g of 4-amino-3-(5-nitro-2-furyl)-1-phenylpyrazole hydrochloride in 2 ml of pyridine dropwise over a period of from 1 to 2 hours to a solution of 0.22 g of sodium nitrite in 3 ml of concentrated sulfuric acid and 1.75 ml of water at 0° C. Stir the resulting reaction mixture for 0.5 hour, and then precipitate the diazonium salt by adding ice and water to the reaction mixture. Add the precipitate to a heated (90° C) solution of 300 mg of potassium cyanide and 200 ml of copper... Reactants: OC1=CC=C(C=C1)C1=CC=C(C=C1)O (4,4'-Dihydroxybiphenyl), [OH-].[K+] (KOH), BrCCC=C (4-Bromo-1-butene). Solvent: CO (methanol), CO (methanol). Run at time 24 hour. Product: C(=CCC)OC1=CC=C(C=C1)C1=CC=C(C=C1)O (4'-butenyloxybiphenyl-4-ol). The yield is 12.0%. Reaction SMILES: [OH:1][C:2]1[CH:7]=[CH:6][C:5]([C:8]2[CH:13]=[CH:12][C:11]([OH:14])=[CH:10][CH:9]=2)=[CH:4][CH:3]=1.[OH-].[K+].Br[CH2:18][CH2:19][CH:20]=[CH2:21]>CO>[CH:18]([O:1][C:2]1[CH:3]=[CH:4][C:5]([C:8]2[CH:13]=[CH:12][C:11]([OH:14])=[CH:10][CH:9]=2)=[CH:6][CH:7]=1)=[CH:19][CH2:20][CH3:21] |f:1.2|. Procedure: A solution containing 4,4'-Dihydroxybiphenyl (5 g,26.75 mmol), KOH (1.65 g, 29.5 mmol) and methanol (50 ml) was refluxed for 2 hours. 4-Bromo-1-butene (3.975 g, 29.5 mmol) in methanol (10 ml) was added dropwise over a period of 2 hours to the refluxing reaction mixture. The refluxation was continued for 24 hours. The solvent was then removed. The product was then extracted by dichloromethane (50 ml) and dichloromethane was then removed. The resulting solid was washed with 10% potassium hydroxide... Reactants: [Br-], C1CCOC1, [Li]CCCC, COC(=O)CCCCC=O, CC(C)[P+](c1ccccc1)(c1ccccc1)c1ccccc1, O. Reaction SMILES: [Br-:1].[CH2:40]1[O:41][CH2:42][CH2:43][CH2:44]1.[CH3:24][CH2:25][CH2:26][CH2:27][Li:28].[CH3:29][O:30][C:31]([CH2:32][CH2:33][CH2:34][CH2:35][CH:36]=[O:37])=[O:38].[CH:2]([CH3:3])([CH3:4])[P+:5]([c:6]1[cH:7][cH:8][cH:9][cH:10][cH:11]1)([c:12]1[cH:13][cH:14][cH:15][cH:16][cH:17]1)[c:18]1[cH:19][cH:20][cH:21][cH:22][cH:23]1.[OH2:39]>>[C:2]([CH3:3])([CH3:4])=[CH:36][CH2:35][CH2:34][CH2:33][CH2:32][C:31]([O:30][CH3:29])=[O:38]. The product is COC(=O)CCCCC=C(C)C. Reactants: COC1=NC=C(C=C1C)[N+](=O)[O-] (2-methoxy-3-methyl-5-nitropyridine), ClCC(=O)OC(C)(C)C (tert-butyl 2-chloroacetate), CC(C)([O-])C.[K+] (Potassium tert-butoxide). Run in C1CCOC1 (THF). Conditions: temperature -20 celsius, time 30 minute. Yields the product COC1=C(C=C(C(=N1)CC(=O)OC(C)(C)C)[N+](=O)[O-])C (tert-butyl 2-(6-methoxy-5-methyl-3-nitropyridin-2-yl)acetate). Yield: 72.2%. RXN SMILES: [CH3:1][O:2][C:3]1[C:8]([CH3:9])=[CH:7][C:6]([N+:10]([O-:12])=[O:11])=[CH:5][N:4]=1.Cl[CH2:14][C:15]([O:17][C:18]([CH3:21])([CH3:20])[CH3:19])=[O:16].CC(C)([O-])C.[K+]>C1COCC1>[CH3:1][O:2][C:3]1[N:4]=[C:5]([CH2:14][C:15]([O:17][C:18]([CH3:21])([CH3:20])[CH3:19])=[O:16])[C:6]([N+:10]([O-:12])=[O:11])=[CH:7][C:8]=1[CH3:9] |f:2.3|. Reported procedure: A yellow solution of 2-methoxy-3-methyl-5-nitropyridine (68.8 g, 409 mmol) and tert-butyl 2-chloroacetate (77.0 g, 511 mmol) in THF (1 L) was stirred and cooled to −20° C. in a dry ice/isopropanol bath. Potassium tert-butoxide (115 g, 1.02 mol) was added at a rate so that the reaction temperature was less than −10° C. The reaction mixture turned dark purple. When the addition was complete, the cooling bath was removed and the reaction was stirred for 30 min. The stirred reaction mixture was quen...